From a dataset of the Open Reaction Database (ORD), a public repository of structured organic reaction records. describe an organic reaction: reactants, conditions, products, and yield Reactants: C(C)#N.O.FC(C(=O)O)(F)F (acetonitrile water trifluoroacetic acid), C(C1=CC=CC=C1)N(CC(CC)O)CC(=O)O ([N-benzyl-N-(2-hydroxybutyl)amino]acetic acid). The solvent is CO (methanol), O (water), [Pd] (palladium), [H][H] (hydrogen). Product: OC(CNCC(=O)O)CC ((2-hydroxybutylamino)acetic acid). Reaction SMILES: C([N:8]([CH2:14][C:15]([OH:17])=[O:16])[CH2:9][CH:10]([OH:13])[CH2:11][CH3:12])C1C=CC=CC=1.C(#N)C.O.FC(F)(F)C(O)=O>CO.O.[Pd].[H][H]>[OH:13][CH:10]([CH2:11][CH3:12])[CH2:9][NH:8][CH2:14][C:15]([OH:17])=[O:16] |f:1.2.3|. Procedure details: 4.60 g of [N-benzyl-N-(2-hydroxybutyl)amino]acetic acid are dissolved in a mixture of methanol and water (7:1) and hydrogenated in the presence of palladium (10% on activated charcoal) as catalyst for about 2.5 hours at ambient temperature until the calculated amount of hydrogen has been taken up. For working up, the catalyst is filtered off and the filtrate evaporated down in vacuo, leaving a white solid. Yield: 2.77 g (97% of theory); Rf value: 0.86 (Reversed phase ready-made TLC plate (E. Mer... Reactants: O=C([O-])O, C1COCCO1, CNC(=O)Nc1ccc(B2OC(C)(C)C(C)(C)O2)cc1, CC(C)N1C(=O)C2(C)COCCN2c2nc(Cl)ncc21, [Na+]. Yields the product CNC(=O)Nc1ccc(-c2ncc3c(n2)N2CCOCC2(C)C(=O)N3C(C)C)cc1. As a reaction SMILES: [C:41](=[O:42])([OH:43])[O-:44].[CH2:46]1[O:47][CH2:48][CH2:49][O:50][CH2:51]1.[CH3:21][NH:22][C:23](=[O:24])[NH:25][c:26]1[cH:27][cH:28][c:29]([B:32]2[O:33][C:34]([CH3:35])([CH3:36])[C:37]([CH3:38])([CH3:39])[O:40]2)[cH:30][cH:31]1.[Cl:1][c:2]1[n:3][c:4]2[c:9]([cH:10][n:11]1)[N:8]([CH:12]([CH3:13])[CH3:14])[C:7](=[O:15])[C:6]1([CH3:20])[N:5]2[CH2:19][CH2:18][O:17][CH2:16]1.[Na+:45]>>[c:2]1(-[c:29]2[cH:28][cH:27][c:26]([NH:25][C:23]([NH:22][CH3:21])=[O:24])[cH:31][cH:30]2)[n:3][c:4]2[c:9]([cH:10][n:11]1)[N:8]([CH:12]([CH3:13])[CH3:14])[C:7](=[O:15])[C:6]1([CH3:20])[N:5]2[CH2:19][CH2:18][O:17][CH2:16]1. Starting materials: CC(C)(C)OC(=O)N1CC(CCl)c2c1cc([N+](=O)[O-])c1ccccc21, C1CCOC1. Yields the product CC(C)(C)OC(=O)N1CC(CCl)c2c1cc(N)c1ccccc21. RXN SMILES: [C:1]([CH3:2])([CH3:3])([CH3:4])[O:5][C:6](=[O:7])[N:8]1[CH2:9][CH:10]([CH2:24][Cl:25])[c:11]2[c:12]3[c:13]([c:14]([N+:17]([O-:18])=[O:19])[cH:15][c:16]21)[cH:20][cH:21][cH:22][cH:23]3.[CH2:26]1[O:27][CH2:28][CH2:29][CH2:30]1>>[C:1]([CH3:2])([CH3:3])([CH3:4])[O:5][C:6](=[O:7])[N:8]1[CH2:9][CH:10]([CH2:24][Cl:25])[c:11]2[c:12]3[c:13]([c:14]([NH2:17])[cH:15][c:16]21)[cH:20][cH:21][cH:22][cH:23]3. The reactants are CCO, NN, COC(=O)c1nn(-c2cccc(C(F)(F)F)c2)ccc1=O, O. The product is NNC(=O)c1nn(-c2cccc(C(F)(F)F)c2)ccc1=O. As a reaction SMILES: [CH3:25][CH2:26][OH:27].[NH2:23][NH2:24].[O:1]=[c:2]1[c:3]([C:18]([O:20][CH3:19])=[O:21])[n:4][n:5](-[c:8]2[cH:9][c:10]([C:14]([F:15])([F:16])[F:17])[cH:11][cH:12][cH:13]2)[cH:6][cH:7]1.[OH2:22]>>[O:1]=[c:2]1[c:3]([C:18](=[O:20])[NH:23][NH2:24])[n:4][n:5](-[c:8]2[cH:9][c:10]([C:14]([F:15])([F:16])[F:17])[cH:11][cH:12][cH:13]2)[cH:6][cH:7]1. The product is COC=1C=CC(=C(C(=O)N2CCCCC2)C1)NC1=CC=C(C=C1)OCC1=CC=CC=C1 (1-[5-Methoxy-2-(4-benzyloxyphenylamino)benzoyl]piperidine). Procedure: It is contemplated that the foregoing product by reaction with phosgene or ethyl chloroformate can be converted to N-(4-methoxy-2-methylphenyl)isatoic anhydride [VIII; R=H, R"=2-CH3, OR°=4-OCH3 ], and the latter reacted with piperidine to give 1-[2-(4-methoxy-2-methylphenylamino)benzoyl]piperidine [IX; R=H, R"=2-CH3, N=Z=1-piperidinyl, OR°=4-OCH3 ] which can be de-etherified with boron tribromide to yield 1-[2-(4-hydroxy-2-methylphenylamino)benzoyl]piperidine [I; R and R'=H, R"=2-CH3, N=Z=1-pipe... The reactants are N1CCCCC1 (piperidine), C(=O)(Cl)Cl (phosgene), ClC(=O)OCC (ethyl chloroformate), C(C1=CC=CC=C1)OC1=CC=C(C=C1)N1C=2C(C(=O)OC1=O)=CC(=CC2)OC (N-(4-Benzyloxyphenyl)-5-methoxyisatoic anhydride). Reaction SMILES: C(Cl)(Cl)=O.ClC(OCC)=O.[CH2:11]([O:18][C:19]1[CH:24]=[CH:23][C:22]([N:25]2C(=O)O[C:28](=[O:29])[C:27]3=[CH:33][C:34]([O:37][CH3:38])=[CH:35][CH:36]=[C:26]23)=[CH:21][CH:20]=1)[C:12]1[CH:17]=[CH:16][CH:15]=[CH:14][CH:13]=1.[NH:39]1[CH2:44][CH2:43][CH2:42][CH2:41][CH2:40]1>>[CH3:38][O:37][C:34]1[CH:35]=[CH:36][C:26]([NH:25][C:22]2[CH:23]=[CH:24][C:19]([O:18][CH2:11][C:12]3[CH:17]=[CH:16][CH:15]=[CH:14][CH:13]=3)=[CH:20][CH:21]=2)=[C:27]([CH:33]=1)[C:28]([N:39]1[CH2:44][CH2:43][CH2:42][CH2:41][CH2:40]1)=[O:29]. Reactants: C(C)OC(=O)C=1NC2=CC=C(C=C2C1)[N+](=O)[O-] (5-Nitro-1H-indole-2-carboxylic acid ethyl ester), C1=CCCCC1 (cyclohexene). The reagents and catalysts are [OH-].[OH-].[Pd+2] (Pd(OH)2 on activated carbon). Solvent: C1CCOC1.CO (THF MeOH). Yields the product NC=1C=C2C=C(NC2=CC1)C(=O)OCC (Ethyl 5-Amino-1H-indole 2-Carboxylate). Isolated yield 85.8%. Reaction SMILES: [CH2:1]([O:3][C:4]([C:6]1[NH:7][C:8]2[C:13]([CH:14]=1)=[CH:12][C:11]([N+:15]([O-])=O)=[CH:10][CH:9]=2)=[O:5])[CH3:2].C1CCCCC=1>C1COCC1.CO.[OH-].[OH-].[Pd+2]>[NH2:15][C:11]1[CH:12]=[C:13]2[C:8](=[CH:9][CH:10]=1)[NH:7][C:6]([C:4]([O:3][CH2:1][CH3:2])=[O:5])=[CH:14]2 |f:2.3,4.5.6|. Procedure details: A mixture of 5-Nitro-1H-indole-2-carboxylic acid ethyl ester 15 (88.7 mg, 0.38 mmol) and cyclohexene (0.1 mL, 0.98 mmol) in THF/MeOH (3/8 mL) in the presence of Pd(OH)2 on activated carbon (Pearlman's catalyst) (2.74 g) was heated to reflux for 5 h. The reaction mixture was cooled to room temperature. The mixture was filtered through a pad of Celite. The Celite and the palladium were washed with EtOAc. The combined solution was concentrated. The residue was purified by flash column chromatograph...